Dataset: the Open Reaction Database (ORD), a public repository of structured organic reaction records. Task: describe an organic reaction: reactants, conditions, products, and yield The reactants are NC(C)C(C)N (2,3-diaminobutane), C1=NC=CC=2C(=CC=CC12)S(=O)(=O)Cl (5-isoquinolinesulfonyl chloride). Run in C(Cl)(Cl)Cl (chloroform), C(Cl)(Cl)Cl (chloroform), C(Cl)(Cl)Cl (chloroform), C(Cl)(Cl)Cl (chloroform). Conditions: time 2 hour. The product is NC(C(C)NS(=O)(=O)C=1C=2C=CN=CC2C=CC1)C (N-(2-amino-1-methylpropyl)-5-isoquinolinesulfonamide). The yield is 79.9%. RXN SMILES: [NH2:1][CH:2]([CH:4]([NH2:6])[CH3:5])[CH3:3].[CH:7]1[C:16]2[CH:15]=[CH:14][CH:13]=[C:12]([S:17](Cl)(=[O:19])=[O:18])[C:11]=2[CH:10]=[CH:9][N:8]=1>C(Cl)(Cl)Cl>[NH2:1][CH:2]([CH3:3])[CH:4]([NH:6][S:17]([C:12]1[C:11]2[CH:10]=[CH:9][N:8]=[CH:7][C:16]=2[CH:15]=[CH:14][CH:13]=1)(=[O:18])=[O:19])[CH3:5]. Procedure: In 100 ml of chloroform was dissolved 12.9 g of 2,3-diaminobutane and to the solution was added dropwise 10 ml of a chloroform solution containing 4.0 g of 5-isoquinolinesulfonyl chloride under cooling with ice. After the dropwise addition of the chloroform solution, the mixed solution was stirred at a temperature of 20° C. to 25° C. for two hours, and the reaction mixture solution was washed with water and dried with anhydrous sodium carbonate. The chloroform was distilled therefrom under reduc... Starting materials: O=C(O)c1cc(Cl)ccc1Cc1cccc(F)c1, Cl, COC(=O)c1ccc(C(C)N)cc1. Yields the product COC(=O)c1ccc(C(C)NC(=O)c2cc(Cl)ccc2Cc2cccc(F)c2)cc1. RXN SMILES: [Cl:1][c:2]1[cH:3][cH:4][c:5]([CH2:11][c:12]2[cH:13][c:14]([F:18])[cH:15][cH:16][cH:17]2)[c:6]([C:7](=[O:8])[OH:9])[cH:10]1.[ClH:19].[NH2:20][CH:21]([CH3:22])[c:23]1[cH:24][cH:25][c:26]([C:27](=[O:28])[O:29][CH3:30])[cH:31][cH:32]1>>[Cl:1][c:2]1[cH:3][cH:4][c:5]([CH2:11][c:12]2[cH:13][c:14]([F:18])[cH:15][cH:16][cH:17]2)[c:6]([C:7](=[O:9])[NH:20][CH:21]([CH3:22])[c:23]2[cH:24][cH:25][c:26]([C:27](=[O:28])[O:29][CH3:30])[cH:31][cH:32]2)[cH:10]1.